Dataset: the Open Reaction Database (ORD), a public repository of structured organic reaction records. Task: describe an organic reaction: reactants, conditions, products, and yield The reactants are aqueous solution, C([O-])(O)=O.[Na+] (sodium bicarbonate), [Cl-].NC=1SC=C(N1)C(C(=O)N[C@H]1[C@@H]2N(C(=C(CS2)C[N+]=2N(C=C(C2)CO)C)C(=O)OC(C2=CC=CC=C2)C2=CC=CC=C2)C1=O)=NOC1C=CCC1 (benzhydryl 7β-[2-(2-aminothiazol-4-yl)-2-(2-cyclopenten-1-yloxyimino)acetamido]-3-(4-hydroxymethyl-2-methyl-1-pyrazolio)methyl-3-cephem-4-carboxylate chloride), C1(=CC=CC=C1)OC (anisole), FC(C(=O)O)(F)F (trifluoroacetic acid). The solvent is C(Cl)Cl (methylene chloride), O (water). Product: NC=1SC=C(N1)C(C(=O)N[C@H]1[C@@H]2N(C(=C(CS2)C[N+]=2N(C=C(C2)CO)C)C(=O)[O-])C1=O)=NO (7β-[2-(2-aminothiazol-4-yl)-2-(hydroxyimino)acetamido]-3-(4-hydroxymethyl-2-methyl-1-pyrazolio)methyl-3-cephem-4-carboxylate). Isolated yield 26.0%. RXN SMILES: [Cl-].[NH2:2][C:3]1[S:4][CH:5]=[C:6]([C:8](=[N:46][O:47]C2CCC=C2)[C:9]([NH:11][C@@H:12]2[C:44](=[O:45])[N:14]3[C:15]([C:28]([O:30]C(C4C=CC=CC=4)C4C=CC=CC=4)=[O:29])=[C:16]([CH2:19][N+:20]4[N:21]([CH3:27])[CH:22]=[C:23]([CH2:25][OH:26])[CH:24]=4)[CH2:17][S:18][C@H:13]23)=[O:10])[N:7]=1.C1(OC)C=CC=CC=1.FC(F)(F)C(O)=O.C(=O)(O)[O-].[Na+]>O.C(Cl)Cl>[NH2:2][C:3]1[S:4][CH:5]=[C:6]([C:8](=[N:46][OH:47])[C:9]([NH:11][C@@H:12]2[C:44](=[O:45])[N:14]3[C:15]([C:28]([O-:30])=[O:29])=[C:16]([CH2:19][N+:20]4[N:21]([CH3:27])[CH:22]=[C:23]([CH2:25][OH:26])[CH:24]=4)[CH2:17][S:18][C@H:13]23)=[O:10])[N:7]=1 |f:0.1,4.5|. Procedure details: To a solution of benzhydryl 7β-[2-(2-aminothiazol-4-yl)-2-(2-cyclopenten-1-yloxyimino)acetamido]-3-(4-hydroxymethyl-2-methyl-1-pyrazolio)methyl-3-cephem-4-carboxylate chloride (syn isomer, 1.9 g), anisole (2 ml) and methylene chloride (6 ml) was added trifluoroacetic acid (4 ml) under ice-cooling with stirring. After stirring at the same temperature for 1 hour, the mixture was dissolved in water and the solution was adjusted to pH 4 with 5% aqueous solution of sodium bicarbonate. The solution wa... Starting materials: CO, NC1CC1, CC(=O)NCC1CN(c2ccc(N3CCC4(CC3)CO4)c(F)c2)C(=O)O1. Yields the product CC(=O)NCC1CN(c2ccc(N3CCC(O)(CNC4CC4)CC3)c(F)c2)C(=O)O1. As a reaction SMILES: [CH3:31][OH:32].[CH:27]1([NH2:30])[CH2:28][CH2:29]1.[O:1]1[CH2:2][C:3]12[CH2:4][CH2:5][N:6]([c:9]1[c:10]([F:26])[cH:11][c:12]([N:15]3[C:16](=[O:25])[O:17][CH:18]([CH2:20][NH:21][C:22]([CH3:23])=[O:24])[CH2:19]3)[cH:13][cH:14]1)[CH2:7][CH2:8]2>>[OH:1][C:3]1([CH2:2][NH:30][CH:27]2[CH2:28][CH2:29]2)[CH2:4][CH2:5][N:6]([c:9]2[c:10]([F:26])[cH:11][c:12]([N:15]3[C:16](=[O:25])[O:17][CH:18]([CH2:20][NH:21][C:22]([CH3:23])=[O:24])[CH2:19]3)[cH:13][cH:14]2)[CH2:7][CH2:8]1. The reactants are CN(Cc1cc(Br)n(S(=O)(=O)c2cccnc2)c1)C(=O)OC(C)(C)C, Cc1ccncc1B(O)O, COCCOC, [Na+], O, O=C([O-])O, c1ccc(P(c2ccccc2)(c2ccccc2)[Pd](P(c2ccccc2)(c2ccccc2)c2ccccc2)(P(c2ccccc2)(c2ccccc2)c2ccccc2)P(c2ccccc2)(c2ccccc2)c2ccccc2)cc1. Yields the product Cc1ccncc1-c1cc(CN(C)C(=O)OC(C)(C)C)cn1S(=O)(=O)c1cccnc1. RXN SMILES: [Br:1][c:2]1[cH:3][c:4]([CH2:16][N:17]([C:18]([O:19][C:20]([CH3:21])([CH3:22])[CH3:23])=[O:24])[CH3:25])[cH:5][n:6]1[S:7](=[O:8])(=[O:9])[c:10]1[cH:11][n:12][cH:13][cH:14][cH:15]1.[CH3:26][c:27]1[c:28]([B:33]([OH:34])[OH:35])[cH:29][n:30][cH:31][cH:32]1.[CH3:41][O:42][CH2:43][CH2:44][O:45][CH3:46].[Na+:36].[OH2:124].[OH:37][C:38](=[O:39])[O-:40].[cH:47]1[cH:48][cH:49][c:50]([P:51]([Pd:52]([P:53]([c:54]2[cH:55][cH:56][cH:57][cH:58][cH:59]2)([c:60]2[cH:61][cH:62][cH:63][cH:64][cH:65]2)[c:66]2[cH:67][cH:68][cH:69][cH:70][cH:71]2)([P:72]([c:73]2[cH:74][cH:75][cH:76][cH:77][cH:78]2)([c:79]2[cH:80][cH:81][cH:82][cH:83][cH:84]2)[c:85]2[cH:86][cH:87][cH:88][cH:89][cH:90]2)[P:91]([c:92]2[cH:93][cH:94][cH:95][cH:96][cH:97]2)([c:98]2[cH:99][cH:100][cH:101][cH:102][cH:103]2)[c:104]2[cH:105][cH:106][cH:107][cH:108][cH:109]2)([c:110]2[cH:111][cH:112][cH:113][cH:114][cH:115]2)[c:116]2[cH:117][cH:118][cH:119][cH:120][cH:121]2)[cH:122][cH:123]1>>[c:2]1(-[c:28]2[c:27]([CH3:26])[cH:32][cH:31][n:30][cH:29]2)[cH:3][c:4]([CH2:16][N:17]([C:18]([O:19][C:20]([CH3:21])([CH3:22])[CH3:23])=[O:24])[CH3:25])[cH:5][n:6]1[S:7](=[O:8])(=[O:9])[c:10]1[cH:11][n:12][cH:13][cH:14][cH:15]1. Starting materials: CCN(c1cc(Br)cc(C(=O)NCc2c(C)cc(C)[nH]c2=O)c1C)C1CCOCC1, O=C([O-])[O-], O=Cc1ccc(B(O)O)cc1, [Na+], [Na+], C1COCCO1, O, O, c1ccc(P(c2ccccc2)(c2ccccc2)[Pd](P(c2ccccc2)(c2ccccc2)c2ccccc2)(P(c2ccccc2)(c2ccccc2)c2ccccc2)P(c2ccccc2)(c2ccccc2)c2ccccc2)cc1. Yields the product CCN(c1cc(-c2ccc(C=O)cc2)cc(C(=O)NCc2c(C)cc(C)[nH]c2=O)c1C)C1CCOCC1. RXN SMILES: [Br:1][c:2]1[cH:3][c:4]([N:22]([CH:23]2[CH2:24][CH2:25][O:26][CH2:27][CH2:28]2)[CH2:29][CH3:30])[c:5]([CH3:21])[c:6]([C:7](=[O:8])[NH:9][CH2:10][c:11]2[c:12](=[O:19])[nH:13][c:14]([CH3:18])[cH:15][c:16]2[CH3:17])[cH:20]1.[C:42](=[O:43])([O-:44])[O-:45].[CH:31](=[O:32])[c:33]1[cH:34][cH:35][c:36]([B:39]([OH:40])[OH:41])[cH:37][cH:38]1.[Na+:46].[Na+:47].[O:49]1[CH2:50][CH2:51][O:52][CH2:53][CH2:54]1.[OH2:48].[OH2:55].[cH:56]1[cH:57][cH:58][c:59]([P:60]([Pd:61]([P:62]([c:63]2[cH:64][cH:65][cH:66][cH:67][cH:68]2)([c:69]2[cH:70][cH:71][cH:72][cH:73][cH:74]2)[c:75]2[cH:76][cH:77][cH:78][cH:79][cH:80]2)([P:81]([c:82]2[cH:83][cH:84][cH:85][cH:86][cH:87]2)([c:88]2[cH:89][cH:90][cH:91][cH:92][cH:93]2)[c:94]2[cH:95][cH:96][cH:97][cH:98][cH:99]2)[P:100]([c:101]2[cH:102][cH:103][cH:104][cH:105][cH:106]2)([c:107]2[cH:108][cH:109][cH:110][cH:111][cH:112]2)[c:113]2[cH:114][cH:115][cH:116][cH:117][cH:118]2)([c:119]2[cH:120][cH:121][cH:122][cH:123][cH:124]2)[c:125]2[cH:126][cH:127][cH:128][cH:129][cH:130]2)[cH:131][cH:132]1>>[c:2]1(-[c:36]2[cH:35][cH:34][c:33]([CH:31]=[O:32])[cH:38][cH:37]2)[cH:3][c:4]([N:22]([CH:23]2[CH2:24][CH2:25][O:26][CH2:27][CH2:28]2)[CH2:29][CH3:30])[c:5]([CH3:21])[c:6]([C:7](=[O:8])[NH:9][CH2:10][c:11]2[c:12](=[O:19])[nH:13][c:14]([CH3:18])[cH:15][c:16]2[CH3:17])[cH:20]1. Reactants: C1CCOC1, COC(=O)C=Cc1cccc(NC(=O)c2ccc(-c3ccccc3)o2)n1, CCO, [Na+], [OH-]. Product: O=C(O)C=Cc1cccc(NC(=O)c2ccc(-c3ccccc3)o2)n1. Reaction SMILES: [CH2:32]1[O:33][CH2:34][CH2:35][CH2:36]1.[CH3:1][O:2][C:3]([CH:4]=[CH:5][c:6]1[n:7][c:8]([NH:12][C:13](=[O:14])[c:15]2[o:16][c:17](-[c:20]3[cH:21][cH:22][cH:23][cH:24][cH:25]3)[cH:18][cH:19]2)[cH:9][cH:10][cH:11]1)=[O:26].[CH3:27][CH2:28][OH:29].[Na+:31].[OH-:30]>>[O:2]=[C:3]([CH:4]=[CH:5][c:6]1[n:7][c:8]([NH:12][C:13](=[O:14])[c:15]2[o:16][c:17](-[c:20]3[cH:21][cH:22][cH:23][cH:24][cH:25]3)[cH:18][cH:19]2)[cH:9][cH:10][cH:11]1)[OH:26]. The reactants are C1(CC1)C(=O)C=1C=NN(C1S(=O)(=O)N)C (4-cyclopropylcarbonyl-1-methyl-5-pyrazolesulfonamide), C1(=CC=CC=C1)NC([O-])=O (phenylcarbamate), COC1=NC(=NC(=C1)OC)N (4,6-dimethoxy-2-aminopyrimidine), [N+](=[N-])=C1C(CCCCCCCCC1)C1CCCCCCCCCC1 (diazobicycloundecane). Solvent: C(C)#N (acetonitrile). Conditions: time 10 minute. Product: C1(CC1)C(=O)C=1C=NN(C1S(=O)(=O)NC(=O)NC1=NC(=CC(=N1)OC)OC)C (4-(Cyclopropylcarbonyl)-N-[(4,6-dimethoxypyrimidin-2-yl)aminocarbonyl]-1-methyl-1H-pyrazole-5-sulfonamide). RXN SMILES: [CH:1]1([C:4]([C:6]2[CH:7]=[N:8][N:9]([CH3:15])[C:10]=2[S:11]([NH2:14])(=[O:13])=[O:12])=[O:5])[CH2:3][CH2:2]1.C1(N[C:23](=O)[O-:24])C=CC=CC=1.[CH3:26][O:27][C:28]1[CH:33]=[C:32]([O:34][CH3:35])[N:31]=[C:30]([NH2:36])[N:29]=1.[N+](=C1CCCCCCCCCC1C1CCCCCCCCCC1)=[N-]>C(#N)C>[CH:1]1([C:4]([C:6]2[CH:7]=[N:8][N:9]([CH3:15])[C:10]=2[S:11]([NH:14][C:23]([NH:36][C:30]2[N:31]=[C:32]([O:34][CH3:35])[CH:33]=[C:28]([O:27][CH3:26])[N:29]=2)=[O:24])(=[O:13])=[O:12])=[O:5])[CH2:2][CH2:3]1. Procedure details: To a stirring mixture of the sulfonamide from Example 2 (175 mg, 0.76 mmol) and the phenylcarbamate of 4,6-dimethoxy-2-aminopyrimidine (210 mg, 0.76 mmol) in 3 ml of acetonitrile was added diazobicycloundecane (116 mg, 0.76 mmol). The solution was stirred for approximately 10 minutes. Acidification of the reaction mixture and filtration of the resulting solids afforded 300 mg of the desired compound m.p. 189°-192° C. NMR (200 MHz, CDCl3) 1.0 (m, 2H), 1.1 (m, 2H), 2.4 (m, 1H), 4.0 (s, 6H), 4.35 (... Reactants: COC(=O)c1ccc2c(c1)OCCc1cc(C(=O)N(C)c3ccccc3Cl)sc1-2, NCc1cccnc1. Yields the product CN(C(=O)c1cc2c(s1)-c1ccc(C(=O)NCc3cccnc3)cc1OCC2)c1ccccc1Cl. RXN SMILES: [Cl:1][c:2]1[c:3]([N:8]([C:9](=[O:10])[c:11]2[cH:12][c:13]3[c:14]([s:28]2)-[c:15]2[c:16]([cH:20][c:21]([C:24]([O:26][CH3:25])=[O:27])[cH:22][cH:23]2)[O:17][CH2:18][CH2:19]3)[CH3:29])[cH:4][cH:5][cH:6][cH:7]1.[NH2:30][CH2:31][c:32]1[cH:33][n:34][cH:35][cH:36][cH:37]1>>[Cl:1][c:2]1[c:3]([N:8]([C:9](=[O:10])[c:11]2[cH:12][c:13]3[c:14]([s:28]2)-[c:15]2[c:16]([cH:20][c:21]([C:24](=[O:26])[NH:30][CH2:31][c:32]4[cH:33][n:34][cH:35][cH:36][cH:37]4)[cH:22][cH:23]2)[O:17][CH2:18][CH2:19]3)[CH3:29])[cH:4][cH:5][cH:6][cH:7]1. RXN SMILES: [C:19](=[O:20])([O-:21])[O-:22].[CH3:30][C:31]#[N:32].[F:1][c:2]1[c:3]([C:12]2([OH:18])[CH2:13][CH2:14][NH:15][CH2:16][CH2:17]2)[cH:4][cH:5][cH:6][c:7]1[C:8]([F:9])([F:10])[F:11].[I:25][CH:26]([CH3:27])[CH2:28][CH3:29].[K+:23].[K+:24]>>[F:1][c:2]1[c:3]([C:12]2([OH:18])[CH2:13][CH2:14][N:15]([CH:26]([CH3:27])[CH2:28][CH3:29])[CH2:16][CH2:17]2)[cH:4][cH:5][cH:6][c:7]1[C:8]([F:9])([F:10])[F:11]. Reactants: O=C([O-])[O-], CC#N, OC1(c2cccc(C(F)(F)F)c2F)CCNCC1, CCC(C)I, [K+], [K+]. Product: CCC(C)N1CCC(O)(c2cccc(C(F)(F)F)c2F)CC1.